Dataset: the Open Reaction Database (ORD), a public repository of structured organic reaction records. Task: describe an organic reaction: reactants, conditions, products, and yield The reactants are C(C)(C)(C)OC(N(C)C(C(=O)NC1=NC(=C(C=C1)Br)C#C[Si](C(C)C)(C(C)C)C(C)C)C)=O (tert-butyl-N-[1-[[5-bromo-6-[2-tri(propan-2-yl)silylethynyl]pyridin-2-yl]-amino]-1-oxopropan-2-yl]-N-methylcarbamate), CC=1C=NC=C(C1B1OC(C(O1)(C)C)(C)C)C (3,5-dimethyl-4-(4,4,5,5-tetramethyl-1,3,2-dioxaborolan-2-yl)pyridine), C(=O)([O-])[O-].[Na+].[Na+] (Na2CO3), O1CCOCC1 (dioxane). Reagents/catalysts: C1(=CC=CC=C1)P([C-]1C=CC=C1)C1=CC=CC=C1.[C-]1(C=CC=C1)P(C1=CC=CC=C1)C1=CC=CC=C1.[Fe+2] (1,1′-Bis(diphenylphosphino)ferrocene), Cl[Pd]Cl (dichloropalladium(II)). Run in O (water). Conditions: temperature 90 celsius, time 17 hour. Product: C(C)(C)(C)OC(N(C)C(C(=O)NC1=NC(=C(C=C1)C1=C(C=NC=C1C)C)C#C[Si](C(C)C)(C(C)C)C(C)C)C)=O (tert-butyl-N-[1-[[5-(3,5-dimethylpyridin-4-yl)-6-[2-tri(propan-2-yl)silylethynyl]pyridin-2-yl]amino]-1-oxopropan-2-yl]-N-methylcarbamate). As a reaction SMILES: [C:1]([O:5][C:6](=[O:33])[N:7]([CH:9]([CH3:32])[C:10]([NH:12][C:13]1[CH:18]=[CH:17][C:16](Br)=[C:15]([C:20]#[C:21][Si:22]([CH:29]([CH3:31])[CH3:30])([CH:26]([CH3:28])[CH3:27])[CH:23]([CH3:25])[CH3:24])[N:14]=1)=[O:11])[CH3:8])([CH3:4])([CH3:3])[CH3:2].[CH3:34][C:35]1[CH:36]=[N:37][CH:38]=[C:39]([CH3:50])[C:40]=1B1OC(C)(C)C(C)(C)O1.C([O-])([O-])=O.[Na+].[Na+].O1CCOCC1>C1(P(C2C=CC=CC=2)[C-]2C=CC=C2)C=CC=CC=1.[C-]1(P(C2C=CC=CC=2)C2C=CC=CC=2)C=CC=C1.[Fe+2].Cl[Pd]Cl.O>[C:1]([O:5][C:6](=[O:33])[N:7]([CH:9]([CH3:32])[C:10]([NH:12][C:13]1[CH:18]=[CH:17][C:16]([C:40]2[C:39]([CH3:50])=[CH:38][N:37]=[CH:36][C:35]=2[CH3:34])=[C:15]([C:20]#[C:21][Si:22]([CH:29]([CH3:31])[CH3:30])([CH:26]([CH3:28])[CH3:27])[CH:23]([CH3:25])[CH3:24])[N:14]=1)=[O:11])[CH3:8])([CH3:4])([CH3:3])[CH3:2] |f:2.3.4,6.7.8|. Reported procedure: A mixture of tert-butyl-N-[1-[[5-bromo-6-[2-tri(propan-2-yl)silylethynyl]pyridin-2-yl]-amino]-1-oxopropan-2-yl]-N-methylcarbamate C1a (300 mg, 0.56 mmol), 3,5-dimethyl-4-(4,4,5,5-tetramethyl-1,3,2-dioxaborolan-2-yl)pyridine (169 mg, 0.72 mmol), Na2CO3 (118 mg, 1.11 mmol), 1,1′-Bis(diphenylphosphino)ferrocene]dichloropalladium(II) (40.8 mg, 0.06 mmol), dioxane (2 ml) and water (0.4 ml) is stirred under argon atmosphere for 17 h at 90° C. The mixture is concentrated in vacuo and the product purifi... Starting materials: N1(CCOCC1)C=1N=C(NC(C1)=O)CC(=O)[O-].[Na+] (sodium [4-(morpholin-4-yl)-6-oxo-1,6-dihydropyrimidin-2-yl]acetate), CNC1=C(C=CC=C1)N (N-methyl-1,2-phenylenediamine). Product: CN1C(=NC2=C1C=CC=C2)CC2=NC(=CC(N2)=O)N2CCOCC2 (2-[(1-methyl-1H-benzimidazol-2-yl)methyl]-6-(morpholin-4-yl)pyrimidin-4(3H)-one). The yield is 60.2%. Reaction SMILES: [N:1]1([C:7]2[N:8]=[C:9]([CH2:14][C:15]([O-])=O)[NH:10][C:11](=[O:13])[CH:12]=2)[CH2:6][CH2:5][O:4][CH2:3][CH2:2]1.[Na+].[CH3:19][NH:20][C:21]1[CH:26]=[CH:25][CH:24]=[CH:23][C:22]=1[NH2:27]>>[CH3:19][N:20]1[C:21]2[CH:26]=[CH:25][CH:24]=[CH:23][C:22]=2[N:27]=[C:15]1[CH2:14][C:9]1[NH:10][C:11](=[O:13])[CH:12]=[C:7]([N:1]2[CH2:2][CH2:3][O:4][CH2:5][CH2:6]2)[N:8]=1 |f:0.1|. Reported procedure: The product is prepared according to the procedure described in Example 3, using 300 mg of sodium [4-(morpholin-4-yl)-6-oxo-1,6-dihydropyrimidin-2-yl]acetate and 280 mg of N-methyl-1,2-phenylenediamine in place of the 4-bromobenzene-1,2-diamine. After purification by silica column chromatography, eluent: a gradient of the pure CH2Cl2 eluent to CH2Cl2/MeOH: 90/10, 225 mg of 2-[(1-methyl-1H-benzimidazol-2-yl)methyl]-6-(morpholin-4-yl)pyrimidin-4(3H)-one are obtained in the form of a white solid, t...